From a dataset of the Open Reaction Database (ORD), a public repository of structured organic reaction records. describe an organic reaction: reactants, conditions, products, and yield The reactants are [Li]CCCC, C1CCOC1, C=CC[Mg+], C1=Cc2ccccc2C1, [Cl-], ClCBr, Cl. Product: [Li]C1C=Cc2ccccc21. Reaction SMILES: [CH2:18]([CH2:19][CH2:20][CH3:21])[Li:22].[CH2:24]1[O:25][CH2:26][CH2:27][CH2:28]1.[CH2:2]([Mg+:3])[CH:4]=[CH2:5].[CH2:9]1[CH:10]=[CH:11][c:12]2[cH:13][cH:14][cH:15][cH:16][c:17]21.[Cl-:1].[Cl:6][CH2:7][Br:8].[ClH:23]>>[CH:9]1([Li:22])[CH:10]=[CH:11][c:12]2[cH:13][cH:14][cH:15][cH:16][c:17]21. The reactants are C1(CCCCCCCCCCCO1)=O (12-dodecanolide), Br (hydrogen bromide), Teflon. Conditions: time 16 hour. Yields the product BrCCCCCCCCCCCC(=O)O (12-bromododecanoic acid). The yield is 86.0%. As a reaction SMILES: [C:1]1(=[O:14])[O:13][CH2:12][CH2:11][CH2:10][CH2:9][CH2:8][CH2:7][CH2:6][CH2:5][CH2:4][CH2:3][CH2:2]1.[BrH:15]>>[Br:15][CH2:12][CH2:11][CH2:10][CH2:9][CH2:8][CH2:7][CH2:6][CH2:5][CH2:4][CH2:3][CH2:2][C:1]([OH:13])=[O:14]. Procedure details: 11.9 g (60.0 mmol) of 12-dodecanolide and 24.3 g (96.0 mmol, 1.6 equivalents) of a 32% (hydrogen bromide)/(acetic acid) solution were introduced into a 100-mL autoclave protected with Teflon (registered trademark), and the autoclave was purged with nitrogen and then sealed. The content in the autoclave was stirred with a magnetic stirrer for 16 hours by using an oil bath at 60° C. After cooling the mixture, 14 mL of water was added thereto, and the mixture was transferred into a separatory funne...